This data is from the Open Reaction Database (ORD), a public repository of structured organic reaction records. The task is: describe an organic reaction: reactants, conditions, products, and yield Procedure: In analogy to example 89, step 2, from 4′-[(S)-3-(2-methyl-pyridin-4-yl)-3-oxo-1-o-tolyl-propyl]-biphenyl-4-carboxylic acid and L-alanine ethyl ester hydrochloride was prepared the title compound as a light yellow oil, MS (ESI+): m/z=535.3 ([M+H]+). Reaction SMILES: [CH3:1][C:2]1[CH:7]=[C:6]([C:8](=[O:33])[CH2:9][C@@H:10]([C:18]2[CH:23]=[CH:22][C:21]([C:24]3[CH:29]=[CH:28][C:27]([C:30](O)=[O:31])=[CH:26][CH:25]=3)=[CH:20][CH:19]=2)[C:11]2[CH:16]=[CH:15][CH:14]=[CH:13][C:12]=2[CH3:17])[CH:5]=[CH:4][N:3]=1.Cl.[CH2:35]([O:37][C:38](=[O:42])[C@H:39]([CH3:41])[NH2:40])[CH3:36]>>[CH2:35]([O:37][C:38](=[O:42])[C@@H:39]([NH:40][C:30]([C:27]1[CH:26]=[CH:25][C:24]([C:21]2[CH:20]=[CH:19][C:18]([C@@H:10]([C:11]3[CH:16]=[CH:15][CH:14]=[CH:13][C:12]=3[CH3:17])[CH2:9][C:8]([C:6]3[CH:5]=[CH:4][N:3]=[C:2]([CH3:1])[CH:7]=3)=[O:33])=[CH:23][CH:22]=2)=[CH:29][CH:28]=1)=[O:31])[CH3:41])[CH3:36] |f:1.2|. The reactants are CC1=NC=CC(=C1)C(C[C@H](C1=C(C=CC=C1)C)C1=CC=C(C=C1)C1=CC=C(C=C1)C(=O)O)=O (4′-[(S)-3-(2-methyl-pyridin-4-yl)-3-oxo-1-o-tolyl-propyl]-biphenyl-4-carboxylic acid), Cl.C(C)OC([C@@H](N)C)=O (L-alanine ethyl ester hydrochloride). Yields the product C(C)OC([C@H](C)NC(=O)C1=CC=C(C=C1)C1=CC=C(C=C1)[C@H](CC(=O)C1=CC(=NC=C1)C)C1=C(C=CC=C1)C)=O ((S)-2-({4′-[(S)-3-(2-Methyl-pyridin-4-yl)-3-oxo-1-o-tolyl-propyl]-biphenyl-4-carbonyl}-amino)-propionic acid ethyl ester). The reactants are CC(C)N(C(=O)CC#N)c1ccc2nc(S)sc2c1, C1CCNCC1, CCO, O=Cc1ccc(C(=O)O)cc1. The product is CC(C)N(C(=O)C(C#N)=Cc1ccc(C(=O)O)cc1)c1ccc2nc(S)sc2c1. As a reaction SMILES: [C:1](#[N:2])[CH2:3][C:4](=[O:5])[N:6]([c:7]1[cH:8][c:9]2[c:10]([n:11][c:12]([SH:14])[s:13]2)[cH:15][cH:16]1)[CH:17]([CH3:18])[CH3:19].[CH2:31]1[CH2:32][CH2:33][NH:34][CH2:35][CH2:36]1.[CH3:37][CH2:38][OH:39].[CH:20](=[O:21])[c:22]1[cH:23][cH:24][c:25]([C:26](=[O:27])[OH:28])[cH:29][cH:30]1>>[C:1](#[N:2])[C:3]([C:4](=[O:5])[N:6]([c:7]1[cH:8][c:9]2[c:10]([n:11][c:12]([SH:14])[s:13]2)[cH:15][cH:16]1)[CH:17]([CH3:18])[CH3:19])=[CH:20][c:22]1[cH:23][cH:24][c:25]([C:26](=[O:27])[OH:28])[cH:29][cH:30]1. Reactants: C#CCN(c1ccc(C(=O)O)cc1)C1CCc2cc3nc(C)[nH]c(=O)c3cc21, Oc1c(F)c(F)c(F)c(F)c1F. Product: C#CCN(c1ccc(C(=O)Oc2c(F)c(F)c(F)c(F)c2F)cc1)C1CCc2cc3nc(C)[nH]c(=O)c3cc21. As a reaction SMILES: [CH3:1][c:2]1[n:3][c:4]2[cH:5][c:6]3[c:7]([cH:8][c:9]2[c:10](=[O:12])[nH:11]1)[CH:13]([N:16]([CH2:17][C:18]#[CH:19])[c:20]1[cH:21][cH:22][c:23]([C:24](=[O:25])[OH:26])[cH:27][cH:28]1)[CH2:14][CH2:15]3.[F:29][c:30]1[c:31]([F:40])[c:32]([F:39])[c:33]([F:38])[c:34]([F:37])[c:35]1[OH:36]>>[CH3:1][c:2]1[n:3][c:4]2[cH:5][c:6]3[c:7]([cH:8][c:9]2[c:10](=[O:12])[nH:11]1)[CH:13]([N:16]([CH2:17][C:18]#[CH:19])[c:20]1[cH:21][cH:22][c:23]([C:24](=[O:25])[O:26][c:35]2[c:30]([F:29])[c:31]([F:40])[c:32]([F:39])[c:33]([F:38])[c:34]2[F:37])[cH:27][cH:28]1)[CH2:14][CH2:15]3. Starting materials: CN1C[C@H](C=C2C=3C=CC=C4NC=C(C[C@@H]12)C34)NC(C(C)(C)C)=O (6-methyl-8α-pivaloylamino-9,10-didehydro-ergoline), [O-]S(=O)(=O)[O-].[Na+].[Na+] (Na2SO4), S(=O)(=O)(Cl)Cl (sulfurylchloride). Solvent: C(Cl)Cl (CH2Cl2), C(Cl)Cl (CH2Cl2). Conditions: time 16 hour. Yields the product ClC1=C2C[C@H]3N(C[C@H](C=C3C=3C=CC=C(N1)C32)NC(C(C)(C)C)=O)C (2-Chloro-6-methyl-8α-pivaloylamino-9,10-didehydro-ergoline). Reaction SMILES: [CH3:1][N:2]1[C@H:16]2[C:6]([C:7]3[CH:8]=[CH:9][CH:10]=[C:11]4[C:17]=3[C:14]([CH2:15]2)=[CH:13][NH:12]4)=[CH:5][C@H:4]([NH:18][C:19](=[O:24])[C:20]([CH3:23])([CH3:22])[CH3:21])[CH2:3]1.S(Cl)([Cl:28])(=O)=O.[O-]S([O-])(=O)=O.[Na+].[Na+]>C(Cl)Cl>[Cl:28][C:13]1[NH:12][C:11]2[C:17]3[C:14]=1[CH2:15][C@@H:16]1[C:6]([C:7]=3[CH:8]=[CH:9][CH:10]=2)=[CH:5][C@H:4]([NH:18][C:19](=[O:24])[C:20]([CH3:21])([CH3:23])[CH3:22])[CH2:3][N:2]1[CH3:1] |f:2.3.4|. Procedure details: A mixture of 2.0 g 6-methyl-8α-pivaloylamino-9,10-didehydro-ergoline, 100 ml CH2Cl2 and 50 mg silica gel is cooled to 0° and treated dropwise with 0.73 ml sulfurylchloride. The mixture is then stirred for 16 hours at room temperature, and then treated with 2N Na2SO4 and CH2Cl2. The organic phase is dried (Na2SO4), evaporated and chromatographed on 100 g silica gel using 8:2 CH2Cl2 /CH3OH. The title compound is obtained on crystallisaton from ether, m.p. 157°-160°.